This data is from the Open Reaction Database (ORD), a public repository of structured organic reaction records. The task is: describe an organic reaction: reactants, conditions, products, and yield Starting materials: [Li+].C[Si](C)(C)[N-][Si](C)(C)C (LHMDS), BrC1=CC=C(C=C1)C#C (1-bromo-4-ethynyl benzene), ClC=1C=C(C(=O)N(C)OC)C=C(C1)Cl (3,5-dichloro-N-methoxy-N-methyl benzamide). The solvent is C1CCOC1 (THF), C1CCOC1 (THF). Conditions: temperature 0 celsius. The product is BrC1=CC=C(C=C1)C#CC(=O)C1=CC(=CC(=C1)Cl)Cl (3-(4-bromophenyl)-1-(3,5-dichlorophenyl)prop-2-yn-1-one). Reaction SMILES: [Br:1][C:2]1[CH:7]=[CH:6][C:5]([C:8]#[CH:9])=[CH:4][CH:3]=1.[Li+].C[Si]([N-][Si](C)(C)C)(C)C.[Cl:20][C:21]1[CH:22]=[C:23]([CH:30]=[C:31]([Cl:33])[CH:32]=1)[C:24](N(OC)C)=[O:25]>C1COCC1>[Br:1][C:2]1[CH:7]=[CH:6][C:5]([C:8]#[C:9][C:24]([C:23]2[CH:22]=[C:21]([Cl:20])[CH:32]=[C:31]([Cl:33])[CH:30]=2)=[O:25])=[CH:4][CH:3]=1 |f:1.2|. Procedure details: To a solution of the intermediate from step A (2.1 g, 11.6 mmol) in anhydrous THF (80 mL) cooled to −78° C. under a N2 atmosphere was added LHMDS (1.0 M solution in THF, 11.6 mL). After 5 minutes a solution of 3,5-dichloro-N-methoxy-N-methyl benzamide (2.71 g, 11.6 mmol) in THF (20 mL) was added to the reaction. The reaction was slowly warmed to 0° C. over 30 minutes and then quenched with saturated NH4Cl solution. The resulting bi-phasic mixture was extracted with EtOAc (3×). The organic layer ... Reactants: O1C(=NC2=C1C=CC=C2)N(CCOC2=CC=C(CNO)C=C2)C (N-[4-[2-(benzoxazol-2-yl-methyl-amino)-ethoxy]-benzyl]-hydroxylamine), C(C)(=O)OC(C)=O (acetic anhydride). Run in C1CCOC1 (THF). Reaction conditions: time 1 hour. Product: O1C(=NC2=C1C=CC=C2)N(CCOC2=CC=C(CN(C(C)=O)O)C=C2)C (N-[4-[2-(Benzoxazol-2-yl-methyl-amino)-ethoxy]-benzyl]-N-hydroxy-acetamide). Isolated yield 76.5%. Reaction SMILES: [O:1]1[C:5]2[CH:6]=[CH:7][CH:8]=[CH:9][C:4]=2[N:3]=[C:2]1[N:10]([CH3:23])[CH2:11][CH2:12][O:13][C:14]1[CH:22]=[CH:21][C:17]([CH2:18][NH:19][OH:20])=[CH:16][CH:15]=1.[C:24](OC(=O)C)(=[O:26])[CH3:25]>C1COCC1>[O:1]1[C:5]2[CH:6]=[CH:7][CH:8]=[CH:9][C:4]=2[N:3]=[C:2]1[N:10]([CH3:23])[CH2:11][CH2:12][O:13][C:14]1[CH:15]=[CH:16][C:17]([CH2:18][N:19]([OH:20])[C:24](=[O:26])[CH3:25])=[CH:21][CH:22]=1. Procedure details: To a mixture of N-[4-[2-(benzoxazol-2-yl-methyl-amino)-ethoxy]-benzyl]-hydroxylamine (1.5 g, 4.78 mmol) in THF (5 mL) was added acetic anhydride (0.49 g, 4.78 mmol). The mixture was stirred for 1 hour and the volatiles were removed in vacuo. Crystallization from EtOAc/hexane, gave a white solid (1.3 g, 77% yield, m.p. 135°-136° C.).